This data is from the Open Reaction Database (ORD), a public repository of structured organic reaction records. The task is: describe an organic reaction: reactants, conditions, products, and yield Reactants: COc1ncc(Br)cc1NS(C)(=O)=O, CC(C)(C)[O-], [Na+], CN(C)C=O, O=C(C=Cc1ccccc1)C=Cc1ccccc1, O=C(C=Cc1ccccc1)C=Cc1ccccc1, O=C(C=Cc1ccccc1)C=Cc1ccccc1, [Pd], [Pd], N=C(c1ccccc1)c1ccccc1. The product is COc1ncc(N=C(c2ccccc2)c2ccccc2)cc1NS(C)(=O)=O. Reaction SMILES: [Br:1][c:2]1[cH:3][c:4]([NH:10][S:11](=[O:12])(=[O:13])[CH3:14])[c:5]([O:8][CH3:9])[n:6][cH:7]1.[CH3:15][C:16]([CH3:17])([O-:18])[CH3:19].[Na+:20].[O:35]=[CH:36][N:37]([CH3:38])[CH3:39].[O:42]=[C:43]([CH:44]=[CH:45][c:46]1[cH:47][cH:48][cH:49][cH:50][cH:51]1)[CH:52]=[CH:53][c:54]1[cH:55][cH:56][cH:57][cH:58][cH:59]1.[O:60]=[C:61]([CH:62]=[CH:63][c:64]1[cH:65][cH:66][cH:67][cH:68][cH:69]1)[CH:70]=[CH:71][c:72]1[cH:73][cH:74][cH:75][cH:76][cH:77]1.[O:78]=[C:79]([CH:80]=[CH:81][c:82]1[cH:83][cH:84][cH:85][cH:86][cH:87]1)[CH:88]=[CH:89][c:90]1[cH:91][cH:92][cH:93][cH:94][cH:95]1.[Pd:40].[Pd:41].[c:21]1([C:27](=[NH:28])[c:29]2[cH:30][cH:31][cH:32][cH:33][cH:34]2)[cH:22][cH:23][cH:24][cH:25][cH:26]1>>[c:2]1([N:28]=[C:27]([c:21]2[cH:22][cH:23][cH:24][cH:25][cH:26]2)[c:29]2[cH:30][cH:31][cH:32][cH:33][cH:34]2)[cH:3][c:4]([NH:10][S:11](=[O:12])(=[O:13])[CH3:14])[c:5]([O:8][CH3:9])[n:6][cH:7]1. Starting materials: OCS(=O)(=O)[O-].[Ca+2].OCS(=O)(=O)[O-] (calcium hydroxymethanesulfonate), C(N)(=O)C=1C=C(C=CC1)NCC(=O)NCCC1=CC(=C(C=C1)OC)OC (2-(3-Carbamoylphenylamino)-N-(3,4-dimethoxyphenethyl)acetamide), Compound A. Yields the product [Ca] (calcium), O.C(N)(=O)C=1C=C(C=CC1)N(CC(=O)NCCC1=CC(=C(C=C1)OC)OC)CS(=O)(=O)O.C(N)(=O)C=1C=C(C=CC1)N(CC(NCCC1=CC(=C(C=C1)OC)OC)=O)CS(=O)(=O)O (N-(3-carbamoylphenyl)-N-(2-((2-(3,4-dimethoxyphenyl)ethyl)amino)-2-oxoethyl)aminomethanesulfonate hemihydrate). Reaction SMILES: [C:1]([C:4]1[CH:5]=[C:6]([NH:10][CH2:11][C:12]([NH:14][CH2:15][CH2:16][C:17]2[CH:22]=[CH:21][C:20]([O:23][CH3:24])=[C:19]([O:25][CH3:26])[CH:18]=2)=[O:13])[CH:7]=[CH:8][CH:9]=1)(=[O:3])[NH2:2].O[CH2:28][S:29]([O-:32])(=[O:31])=[O:30].[Ca+2:33].O[CH2:35][S:36]([O-:39])(=[O:38])=[O:37]>>[Ca:33].[OH2:3].[C:1]([C:4]1[CH:5]=[C:6]([N:10]([CH2:28][S:29]([OH:32])(=[O:31])=[O:30])[CH2:11][C:12]([NH:14][CH2:15][CH2:16][C:17]2[CH:22]=[CH:21][C:20]([O:23][CH3:24])=[C:19]([O:25][CH3:26])[CH:18]=2)=[O:13])[CH:7]=[CH:8][CH:9]=1)(=[O:3])[NH2:2].[C:1]([C:4]1[CH:5]=[C:6]([N:10]([CH2:35][S:36]([OH:39])(=[O:38])=[O:37])[CH2:11][C:12](=[O:13])[NH:14][CH2:15][CH2:16][C:17]2[CH:22]=[CH:21][C:20]([O:23][CH3:24])=[C:19]([O:25][CH3:26])[CH:18]=2)[CH:7]=[CH:8][CH:9]=1)(=[O:3])[NH2:2] |f:1.2.3,5.6.7|. Procedure: 2-(3-Carbamoylphenylamino)-N-(3,4-dimethoxyphenethyl)acetamide (hereinafter referred to Compound A) was reacted with calcium hydroxymethanesulfonate in the same manner as described in Example 16 to give calcium bis(N-(3-carbamoylphenyl)-N-(2-((2-(3,4-dimethoxyphenyl)ethyl)amino)-2-oxoethyl)aminomethanesulfonate hemihydrate as colorless crystals with m.p. 265° to 267° C. (decomposition). The reactants are NC1=C(C=CC(=C1)OC)C(=O)C1=CC=CC=C1 ((2-amino-4-methoxy-phenyl)-phenyl-methanone), C(C)C(C(CC#N)=O)CC (4-Ethyl-3-oxo-hexanenitrile). Yields the product C(C)C(CC)C1=NC2=CC(=CC=C2C(=C1C#N)C1=CC=CC=C1)OC (2-(1-Ethyl-propyl)-7-methoxy-4-phenyl-quinoline-3-carbonitrile). RXN SMILES: [NH2:1][C:2]1[CH:7]=[C:6]([O:8][CH3:9])[CH:5]=[CH:4][C:3]=1[C:10]([C:12]1[CH:17]=[CH:16][CH:15]=[CH:14][CH:13]=1)=O.[CH2:18]([CH:20]([CH2:26][CH3:27])[C:21](=O)[CH2:22][C:23]#[N:24])[CH3:19]>>[CH2:18]([CH:20]([C:21]1[C:22]([C:23]#[N:24])=[C:10]([C:12]2[CH:17]=[CH:16][CH:15]=[CH:14][CH:13]=2)[C:3]2[C:2](=[CH:7][C:6]([O:8][CH3:9])=[CH:5][CH:4]=2)[N:1]=1)[CH2:26][CH3:27])[CH3:19]. Procedure details: The title compound was prepared in analogy to example 101 step B from (2-amino-4-methoxy-phenyl)-phenyl-methanone and 4-ethyl-3-oxo-hexanenitrile (prepared as described in example 101 step A). Colorless oil. MS (ESI): 331.4 (M+H)+. The reactants are FC=1C=C(C(=O)NC2=CC=C(C3=CC=CC=C23)OC2=NC(=NC=C2)S(=O)(=O)C)C=C(C1)N1CCCCC1 (3-fluoro-N-[4-(2-methanesulfonyl-pyrimidin-4-yloxy)-naphthalen-1-yl]-5-piperidin-1-yl-benzamide), NC1CCN(CC1)C (4-amino-N-methylpiperidine). The product is FC=1C=C(C(=O)NC2=CC=C(C3=CC=CC=C23)OC2=NC(=NC=C2)NC2CCN(CC2)C)C=C(C1)N1CCCCC1 (3-Fluoro-N-[4-({2-[(1-methylpiperidin-4-yl)amino]pyrimidin-4-yl}oxy)-1-naphthyl]-5-piperidin-1-ylbenzamide). RXN SMILES: [F:1][C:2]1[CH:3]=[C:4]([CH:29]=[C:30]([N:32]2[CH2:37][CH2:36][CH2:35][CH2:34][CH2:33]2)[CH:31]=1)[C:5]([NH:7][C:8]1[C:17]2[C:12](=[CH:13][CH:14]=[CH:15][CH:16]=2)[C:11]([O:18][C:19]2[CH:24]=[CH:23][N:22]=[C:21](S(C)(=O)=O)[N:20]=2)=[CH:10][CH:9]=1)=[O:6].[NH2:38][CH:39]1[CH2:44][CH2:43][N:42]([CH3:45])[CH2:41][CH2:40]1>>[F:1][C:2]1[CH:3]=[C:4]([CH:29]=[C:30]([N:32]2[CH2:37][CH2:36][CH2:35][CH2:34][CH2:33]2)[CH:31]=1)[C:5]([NH:7][C:8]1[C:17]2[C:12](=[CH:13][CH:14]=[CH:15][CH:16]=2)[C:11]([O:18][C:19]2[CH:24]=[CH:23][N:22]=[C:21]([NH:38][CH:39]3[CH2:44][CH2:43][N:42]([CH3:45])[CH2:41][CH2:40]3)[N:20]=2)=[CH:10][CH:9]=1)=[O:6]. Procedure: Compound is prepared from 3-fluoro-N-[4-(2-methanesulfonyl-pyrimidin-4-yloxy)-naphthalen-1-yl]-5-piperidin-1-yl-benzamide and 4-amino-N-methylpiperidine according to conditions described in general procedure C. 1H NMR (400 MHz, DMSO-d6) δ 1.41-1.84 (m, 10 H), 2.09 (s, 3 H), 2.54-3.03 (m, 4 H), 2.92 (s, 4 H), 3.63 (s, 1 H), 6.30 (s, 1 H), 6.94-6.98 (m, 2 H), 7.15 (d, J=8.8 Hz, 1 H), 7.37 (d, J=8.0 Hz, 1 H), 7.43 (s, 1 H), 7.51-7.61 (m, 3 H), 7.80 (d, J=8.8 Hz, 1 H), 7.97 (d, J=8.4 Hz, 1 H), 8.20 ... The reactants are CS(=O)(=O)Cl, CCOC(C)=O, CN(C)c1ccncc1, CC(C)(C)OC(=O)N1CCC(NC(=O)c2ccc3c(c2)OCCO3)CC1c1nc2ccccc2n1CCO, O, c1ccncc1. Yields the product CC(C)(C)OC(=O)N1CCC(NC(=O)c2ccc3c(c2)OCCO3)CC1c1nc2ccccc2n1CCOS(C)(=O)=O. As a reaction SMILES: [CH3:1][S:2]([Cl:3])(=[O:4])=[O:5].[CH3:45][CH2:46][O:47][C:48](=[O:49])[CH3:50].[CH3:51][N:52]([c:53]1[cH:54][cH:55][n:56][cH:57][cH:58]1)[CH3:59].[O:6]1[c:7]2[c:8]([cH:12][c:13]([C:16](=[O:17])[NH:18][CH:19]3[CH2:20][CH:21]([c:32]4[n:33][c:34]5[c:35]([n:36]4[CH2:37][CH2:38][OH:39])[cH:40][cH:41][cH:42][cH:43]5)[N:22]([C:25](=[O:26])[O:27][C:28]([CH3:29])([CH3:30])[CH3:31])[CH2:23][CH2:24]3)[cH:14][cH:15]2)[O:9][CH2:10][CH2:11]1.[OH2:44].[cH:60]1[cH:61][cH:62][n:63][cH:64][cH:65]1>>[CH3:1][S:2](=[O:4])(=[O:5])[O:39][CH2:38][CH2:37][n:36]1[c:32]([CH:21]2[CH2:20][CH:19]([NH:18][C:16]([c:13]3[cH:12][c:8]4[c:7]([cH:15][cH:14]3)[O:6][CH2:11][CH2:10][O:9]4)=[O:17])[CH2:24][CH2:23][N:22]2[C:25](=[O:26])[O:27][C:28]([CH3:29])([CH3:30])[CH3:31])[n:33][c:34]2[c:35]1[cH:40][cH:41][cH:42][cH:43]2. Reactants: C(C(O)C(O)C(=O)[O-])(=O)[O-] (tartarate), [C-]#N.[Na+] (sodium cyanide), [Cl-].[NH4+] (ammonium chloride), [OH-].[NH4+] (ammonium hydroxide), C(C=1C(=CC=CC1)OC)=O (o-anisaldehyde). Solvent: CO (methanol), O (water), C(C)(=O)OCC (ethyl acetate). Run at temperature 23 celsius, time 3 hour. Product: NC(C#N)C1=C(C=CC=C1)OC (α-Amino-2-methoxybenzen-acetonitrile). As a reaction SMILES: [C-:1]#[N:2].[Na+].[Cl-].[NH4+:5].[OH-].[NH4+].[CH:8](=O)[C:9]1[C:10]([O:15][CH3:16])=[CH:11][CH:12]=[CH:13][CH:14]=1.C([O-])(=O)C(C(C([O-])=O)O)O>O.C(OCC)(=O)C.CO>[NH2:5][CH:8]([C:9]1[CH:14]=[CH:13][CH:12]=[CH:11][C:10]=1[O:15][CH3:16])[C:1]#[N:2] |f:0.1,2.3,4.5|. Procedure: To a solution of 50.0 g (1.0 mol) of sodium cyanide, 53.5 g (1.0 mol) of ammonium chloride, and 60 mL of concentrated ammonium hydroxide in 400 mL of water was added 125 g (0.92 mol) of o-anisaldehyde in 400 aromatic C-C); of dry methanol. After the mixture was stirred for 3 h at 23° C., the methanol was removed under reduced pressure, and the residual solution containing the crude product was diluted with 500 mL of water and extracted with methylene chloride (2×400 mL), dried over sodium sulfat... Reactants: CCc1cccc(O)c1, CS(C)=O, NC(=O)c1cc(-c2ccccc2)cc2c(C3CCN(S(=O)(=O)CCCCl)CC3)c[nH]c12, [I-], [K+], [K+], [Na+], O=C([O-])[O-]. The product is CCc1cccc(OCCCS(=O)(=O)N2CCC(c3c[nH]c4c(C(N)=O)cc(-c5ccccc5)cc34)CC2)c1. RXN SMILES: [CH2:32]([CH3:33])[c:34]1[cH:35][c:36]([OH:40])[cH:37][cH:38][cH:39]1.[CH3:49][S:50]([CH3:51])=[O:52].[Cl:1][CH2:2][CH2:3][CH2:4][S:5](=[O:6])(=[O:7])[N:8]1[CH2:9][CH2:10][CH:11]([c:14]2[cH:15][nH:16][c:17]3[c:18]([C:29](=[O:30])[NH2:31])[cH:19][c:20](-[c:23]4[cH:24][cH:25][cH:26][cH:27][cH:28]4)[cH:21][c:22]23)[CH2:12][CH2:13]1.[I-:48].[K+:41].[K+:42].[Na+:47].[O-:43][C:44]([O-:45])=[O:46]>>[CH2:2]([CH2:3][CH2:4][S:5](=[O:6])(=[O:7])[N:8]1[CH2:9][CH2:10][CH:11]([c:14]2[cH:15][nH:16][c:17]3[c:18]([C:29](=[O:30])[NH2:31])[cH:19][c:20](-[c:23]4[cH:24][cH:25][cH:26][cH:27][cH:28]4)[cH:21][c:22]23)[CH2:12][CH2:13]1)[O:40][c:36]1[cH:35][c:34]([CH2:32][CH3:33])[cH:39][cH:38][cH:37]1.